From a dataset of the Open Reaction Database (ORD), a public repository of structured organic reaction records. describe an organic reaction: reactants, conditions, products, and yield The reactants are Brc1cccs1, CCOC(C)=O, Cc1c(NC(=O)CC(C)(C)C)c(C)c2c(c1B(O)O)OCC2c1ccc(C(C)C)cc1, CCCCCC. Product: Cc1c(NC(=O)CC(C)(C)C)c(C)c2c(c1-c1cccs1)OCC2c1ccc(C(C)C)cc1. Reaction SMILES: [Br:32][c:33]1[s:34][cH:35][cH:36][cH:37]1.[C:38]([O:39][CH2:40][CH3:41])(=[O:42])[CH3:43].[CH3:1][C:2]([CH2:3][C:4](=[O:5])[NH:6][c:7]1[c:8]([CH3:29])[c:9]([B:26]([OH:27])[OH:28])[c:10]2[c:11]([c:24]1[CH3:25])[CH:12]([c:15]1[cH:16][cH:17][c:18]([CH:21]([CH3:22])[CH3:23])[cH:19][cH:20]1)[CH2:13][O:14]2)([CH3:30])[CH3:31].[CH3:44][CH2:45][CH2:46][CH2:47][CH2:48][CH3:49]>>[CH3:1][C:2]([CH2:3][C:4](=[O:5])[NH:6][c:7]1[c:8]([CH3:29])[c:9](-[c:33]2[s:34][cH:35][cH:36][cH:37]2)[c:10]2[c:11]([c:24]1[CH3:25])[CH:12]([c:15]1[cH:16][cH:17][c:18]([CH:21]([CH3:22])[CH3:23])[cH:19][cH:20]1)[CH2:13][O:14]2)([CH3:30])[CH3:31].